From a dataset of the Open Reaction Database (ORD), a public repository of structured organic reaction records. describe an organic reaction: reactants, conditions, products, and yield The reactants are CN(C1=CC=C(C=C1)CN(C(=O)C1CCCC2=CC=C(C=C12)O)C1=CC=C(C=C1)C(C)C)C (N-[(4-dimethylaminophenyl)methyl]-7-hydroxy-N-(4-isopropylphenyl)-1,2,3,4-tetrahydronaphthalene-1-carboxamide), C(CCC)Br (butyl bromide). Yields the product C(CCC)OC1=CC=C2CCCC(C2=C1)C(=O)N(C1=CC=C(C=C1)C(C)C)CC1=CC=C(C=C1)N(C)C (7-butoxy-N-[(4-dimethylaminophenyl)methyl]-N-(4-isopropylphenyl)-1,2,3,4-tetrahydronaphthalene-1-carboxamide). As a reaction SMILES: [CH3:1][N:2]([CH3:33])[C:3]1[CH:8]=[CH:7][C:6]([CH2:9][N:10]([C:24]2[CH:29]=[CH:28][C:27]([CH:30]([CH3:32])[CH3:31])=[CH:26][CH:25]=2)[C:11]([CH:13]2[C:22]3[C:17](=[CH:18][CH:19]=[C:20]([OH:23])[CH:21]=3)[CH2:16][CH2:15][CH2:14]2)=[O:12])=[CH:5][CH:4]=1.[CH2:34](Br)[CH2:35][CH2:36][CH3:37]>>[CH2:34]([O:23][C:20]1[CH:21]=[C:22]2[C:17]([CH2:16][CH2:15][CH2:14][CH:13]2[C:11]([N:10]([CH2:9][C:6]2[CH:7]=[CH:8][C:3]([N:2]([CH3:33])[CH3:1])=[CH:4][CH:5]=2)[C:24]2[CH:25]=[CH:26][C:27]([CH:30]([CH3:31])[CH3:32])=[CH:28][CH:29]=2)=[O:12])=[CH:18][CH:19]=1)[CH2:35][CH2:36][CH3:37]. Reported procedure: By the reaction and treatment in the same manner as in Example 110 using N-[(4-dimethylaminophenyl)methyl]-7-hydroxy-N-(4-isopropylphenyl)-1,2,3,4-tetrahydronaphthalene-1-carboxamide (0.5 g) and butyl bromide (0.18 mL) as starting materials, 7-butoxy-N-[(4-dimethylaminophenyl)methyl]-N-(4-isopropylphenyl)-1,2,3,4-tetrahydronaphthalene-1-carboxamide (0.15 g) was obtained. Starting materials: C(C)(C)(C)OC(=O)N1CC(C(CC1)(OC)C1=CC=C(C=C1)Cl)(C)O (4-(4-Chloro-phenyl)-3-hydroxy-4-methoxy-3-methyl-piperidine-1-carboxylic acid tert-butyl ester), FC(C(=O)O)(F)F (Trifluoroacetic acid). Run in C(Cl)Cl (methylene chloride). Conditions: temperature 0 celsius, time 2 hour. The product is ClC1=CC=C(C=C1)C1(C(CNCC1)(O)C)OC (4-(4-chloro-phenyl)-4-methoxy-3-methyl-piperidin-3-ol). Reaction SMILES: C(OC([N:8]1[CH2:13][CH2:12][C:11]([C:16]2[CH:21]=[CH:20][C:19]([Cl:22])=[CH:18][CH:17]=2)([O:14][CH3:15])[C:10]([OH:24])([CH3:23])[CH2:9]1)=O)(C)(C)C.FC(F)(F)C(O)=O>C(Cl)Cl>[Cl:22][C:19]1[CH:20]=[CH:21][C:16]([C:11]2([O:14][CH3:15])[CH2:12][CH2:13][NH:8][CH2:9][C:10]2([CH3:23])[OH:24])=[CH:17][CH:18]=1. Reported procedure: 4-(4-Chloro-phenyl)-3-hydroxy-4-methoxy-3-methyl-piperidine-1-carboxylic acid tert-butyl ester (260 mg, 0.74 mmol) was dissolved in methylene chloride (5 mL) and the resulting solution was cooled to 0° C. Trifluoroacetic acid (1 mL) was added and the mixture was stirred 2 h. Solvents were then removed under reduced pressure and the residue dissolved in ethyl acetate. Water and 6 N aqueous sodium hydroxide were added until the pH=10. The organic phase was washed with brine and dried over magnesiu... The reactants are C(C(=O)O)(=O)O.C1(=CC=CC=C1)C(=C1CCN(CC1)CCCOC1=CC=CC=C1)C1=CC=CC=C1 (4-(Diphenylmethylene)-1-(3-phenoxypropyl)piperidine oxalate), FC1=CC=C(C=C1)C(O)(C1CCNCC1)C1=CC=C(C=C1)F (α,α-bis (p-fluorophenyl)-4-piperidinemethanol), ClCCCOC1=CC=C(C=C1)F (1-chloro-3-(4-fluorophenoxy) propane), C([O-])([O-])=O.[Na+].[Na+] (sodium carbonate), [I-].[K+] (potassium iodide). Run in C(CCC)O (1-butanol). Yields the product O.C(\C=C\C(=O)O)(=O)O.FC1=CC=C(OCCCN2CCC(CC2)C(O)(C2=CC=C(C=C2)F)C2=CC=C(C=C2)F)C=C1 (1-[3-(4-Fluorophenoxy)propyl]-α,α-bis(4-fluorophenyl)-4-piperidinemethanol fumarate hydrate). The yield is 39.0%. RXN SMILES: C(O)(=O)C(O)=[O:3].C1(C(C2C=CC=CC=2)=C2CCN(CCC[O:23][C:24]3C=CC=[CH:26][CH:25]=3)CC2)C=CC=CC=1.[F:36][C:37]1[CH:42]=[CH:41][C:40]([C:43]([C:51]2[CH:56]=[CH:55][C:54]([F:57])=[CH:53][CH:52]=2)([CH:45]2[CH2:50][CH2:49][NH:48][CH2:47][CH2:46]2)[OH:44])=[CH:39][CH:38]=1.Cl[CH2:59][CH2:60][CH2:61][O:62][C:63]1[CH:68]=[CH:67][C:66]([F:69])=[CH:65][CH:64]=1.[C:70](=[O:73])([O-:72])[O-].[Na+].[Na+].[I-].[K+]>C(O)CCC>[OH2:3].[C:24]([OH:44])(=[O:23])/[CH:25]=[CH:26]/[C:70]([OH:72])=[O:73].[F:69][C:66]1[CH:67]=[CH:68][C:63]([O:62][CH2:61][CH2:60][CH2:59][N:48]2[CH2:47][CH2:46][CH:45]([C:43]([C:51]3[CH:52]=[CH:53][C:54]([F:57])=[CH:55][CH:56]=3)([C:40]3[CH:41]=[CH:42][C:37]([F:36])=[CH:38][CH:39]=3)[OH:44])[CH2:50][CH2:49]2)=[CH:64][CH:65]=1 |f:0.1,4.5.6,7.8,10.11.12|. Procedure details: This compound was prepared according to the procedure used to synthesize the compound of Example 1. A mixture of 3.0 g (0.01 mole) of α,α-bis (p-fluorophenyl)-4-piperidinemethanol, 1.9 g (0.01 mole) of 1-chloro-3-(4-fluorophenoxy) propane, 5.3 g (0.035 mole) of anhydrous sodium carbonate and 0.3 g of potassium iodide in 100 ml of 1-butanol gave a solid as residue. The solid was further purified by column chromatography on 60 g of Florisil®. Fractions eluted with 2-10% acetone in benzene were com... The reactants are CC(=O)OCCc1sc(S(=O)(=O)NC(=O)Nc2cc(C(F)(F)F)cc(C)n2)cc1C, CO, [Na+], [OH-]. Yields the product Cc1cc(C(F)(F)F)cc(NC(=O)NS(=O)(=O)c2cc(C)c(CCO)s2)n1. RXN SMILES: [C:1](=[O:2])([CH3:3])[O:4][CH2:5][CH2:6][c:7]1[s:8][c:9]([S:13](=[O:14])(=[O:15])[NH:16][C:17]([NH:18][c:19]2[n:20][c:21]([CH3:29])[cH:22][c:23]([C:25]([F:26])([F:27])[F:28])[cH:24]2)=[O:30])[cH:10][c:11]1[CH3:12].[CH3:33][OH:34].[Na+:32].[OH-:31]>>[OH:4][CH2:5][CH2:6][c:7]1[s:8][c:9]([S:13](=[O:14])(=[O:15])[NH:16][C:17]([NH:18][c:19]2[n:20][c:21]([CH3:29])[cH:22][c:23]([C:25]([F:26])([F:27])[F:28])[cH:24]2)=[O:30])[cH:10][c:11]1[CH3:12]. Reactants: CC1=CC=C(C=C1)S(=O)(=O)Cl (4-methylbenzene-1-sulfonyl chloride), COC=1C=C2C(CCOC2=CC1)=NO (6-methoxychroman-4-one oxime), ice water. Run in N1=CC=CC=C1 (pyridine). Run at temperature 0 celsius. Yields the product S(=O)(=O)(C1=CC=C(C)C=C1)ON=C1CCOC2=CC=C(C=C12)OC (6-Methoxychroman-4-one O-tosyl oxime). Yield: 87.8%. Reaction SMILES: [CH3:1][O:2][C:3]1[CH:4]=[C:5]2[C:10](=[CH:11][CH:12]=1)[O:9][CH2:8][CH2:7][C:6]2=[N:13][OH:14].[CH3:15][C:16]1[CH:21]=[CH:20][C:19]([S:22](Cl)(=[O:24])=[O:23])=[CH:18][CH:17]=1>N1C=CC=CC=1>[S:22]([O:14][N:13]=[C:6]1[C:5]2[C:10](=[CH:11][CH:12]=[C:3]([O:2][CH3:1])[CH:4]=2)[O:9][CH2:8][CH2:7]1)([C:19]1[CH:20]=[CH:21][C:16]([CH3:15])=[CH:17][CH:18]=1)(=[O:24])=[O:23]. Procedure details: 5.68 g (29.4 mmol) of 6-methoxychroman-4-one oxime were dissolved under argon atmosphere in 30 ml of dry pyridine. At 0° C. 6.05 g (31.8 mmol) of 4-methylbenzene-1-sulfonyl chloride were added in small portions over 40 min. The mixture was stirred at 0° C. for an additional hour and then warmed to room temperature and stirred over night. The mixture was poured onto 260 ml ice water, stirred, and the suspension was filtered. The solid residue was washed with a small amount of cold water (2×) and ... The reactants are BrCC1=C(OC=2C=C(C=CC2)C(C(=O)O)C)C=CC(=C1)C(F)(F)F (2-[3-(2-bromomethyl-4-trifluoromethyl-phenoxy)-phenyl]-propionic acid), O1[C-]=NC(C1)=O (2-oxazolidone), [H-].[Na+] (sodium hydride), CN(C)C=O (DMF). Reaction conditions: time 30 minute. The product is O=C1OCCN1CC1=C(OC=2C=C(C=CC2)C(C(=O)O)C)C=CC(=C1)C(F)(F)F (2-{3-[2-(2-Oxo-oxazolidin-3-ylmethyl)-4-trifluoromethyl-phenoxy]-phenyl}-propionic acid). RXN SMILES: Br[CH2:2][C:3]1[CH:20]=[C:19]([C:21]([F:24])([F:23])[F:22])[CH:18]=[CH:17][C:4]=1[O:5][C:6]1[CH:7]=[C:8]([CH:12]([CH3:16])[C:13]([OH:15])=[O:14])[CH:9]=[CH:10][CH:11]=1.[O:25]1[CH2:29][C:28](=O)[N:27]=[C-:26]1.[H-].[Na+].CN(C=[O:37])C>>[O:37]=[C:26]1[N:27]([CH2:2][C:3]2[CH:20]=[C:19]([C:21]([F:24])([F:23])[F:22])[CH:18]=[CH:17][C:4]=2[O:5][C:6]2[CH:7]=[C:8]([CH:12]([CH3:16])[C:13]([OH:15])=[O:14])[CH:9]=[CH:10][CH:11]=2)[CH2:28][CH2:29][O:25]1 |f:2.3|. Procedure: To 2-[3-(2-bromomethyl-4-trifluoromethyl-phenoxy)-phenyl]-propionic acid (0.042 g, 0.10 mmol) and 2-oxazolidone (0.018 g, 0.21 mmol) in DMF was added sodium hydride (60% in mineral oil; 0.008 g, 0.21 mmol), and the reaction was stirred at room temperature for 30 minutes. The mixture was partitioned between H2O and EtOAc, and the aqueous layer was acidified and purified by preparative HPLC to give the desired product. Reactants: NC1=C(C=CC(=C1)OC)C(=O)C1=CC=CC=C1 ((2-Amino-4-methoxy-phenyl)-phenyl-methanone), C1(CCCC1)C(CC#N)=O (3-Cyclopentyl-3-oxo-propionitrile). Yields the product C1(CCCC1)C1=NC2=CC(=CC=C2C(=C1C#N)C1=CC=CC=C1)OC (2-Cyclopentyl-7-methoxy-4-phenyl-quinoline-3-carbonitrile). Reaction SMILES: [NH2:1][C:2]1[CH:7]=[C:6]([O:8][CH3:9])[CH:5]=[CH:4][C:3]=1[C:10]([C:12]1[CH:17]=[CH:16][CH:15]=[CH:14][CH:13]=1)=O.[CH:18]1([C:23](=O)[CH2:24][C:25]#[N:26])[CH2:22][CH2:21][CH2:20][CH2:19]1>>[CH:18]1([C:23]2[C:24]([C:25]#[N:26])=[C:10]([C:12]3[CH:17]=[CH:16][CH:15]=[CH:14][CH:13]=3)[C:3]3[C:2](=[CH:7][C:6]([O:8][CH3:9])=[CH:5][CH:4]=3)[N:1]=2)[CH2:22][CH2:21][CH2:20][CH2:19]1. Procedure: The title compound was prepared in analogy to example 101 step B from (2-amino-4-methoxy-phenyl)-phenyl-methanone (prepared as described in example 121 step A) and 3-cyclopentyl-3-oxo-propionitrile (prepared as described in example 105 step A). White solid. MS (ESI): 329.4 (M+H)+.